Dataset: the Open Reaction Database (ORD), a public repository of structured organic reaction records. Task: describe an organic reaction: reactants, conditions, products, and yield The reactants are N#Cc1ccc(CC=O)cc1, CC(=O)O[BH-](OC(C)=O)OC(C)=O, CC(=O)O, COC(=O)c1ccc(OCC2(O)CCNCC2)cc1, ClCCl, [Na+]. Product: COC(=O)c1ccc(OCC2(O)CCN(CCc3ccc(C#N)cc3)CC2)cc1. Reaction SMILES: [C:24](#[N:25])[c:26]1[cH:27][cH:28][c:29]([CH2:32][CH:33]=[O:34])[cH:30][cH:31]1.[C:35]([O:36][BH-:37]([O:38][C:39](=[O:40])[CH3:41])[O:42][C:43](=[O:44])[CH3:45])(=[O:46])[CH3:47].[CH3:1][C:2](=[O:3])[OH:4].[CH3:5][O:6][C:7](=[O:8])[c:9]1[cH:10][cH:11][c:12]([O:13][CH2:14][C:15]2([OH:21])[CH2:16][CH2:17][NH:18][CH2:19][CH2:20]2)[cH:22][cH:23]1.[Cl:49][CH2:50][Cl:51].[Na+:48]>>[CH3:5][O:6][C:7](=[O:8])[c:9]1[cH:10][cH:11][c:12]([O:13][CH2:14][C:15]2([OH:21])[CH2:16][CH2:17][N:18]([CH2:33][CH2:32][c:29]3[cH:28][cH:27][c:26]([C:24]#[N:25])[cH:31][cH:30]3)[CH2:19][CH2:20]2)[cH:22][cH:23]1. Starting materials: CCCc1nc2cc(-c3cn4ccccc4n3)ccc2n1Cc1ccc(-c2ccccc2C(=O)OC(C)(C)C)cc1, ClCCl, O=C(O)C(F)(F)F. Product: CCCc1nc2cc(-c3cn4ccccc4n3)ccc2n1Cc1ccc(-c2ccccc2C(=O)O)cc1. Reaction SMILES: [CH2:1]([CH2:2][CH3:3])[c:4]1[n:5][c:6]2[c:7]([n:8]1[CH2:9][c:10]1[cH:11][cH:12][c:13](-[c:16]3[c:17]([C:22](=[O:23])[O:24][C:25]([CH3:26])([CH3:27])[CH3:28])[cH:18][cH:19][cH:20][cH:21]3)[cH:14][cH:15]1)[cH:29][cH:30][c:31](-[c:33]1[n:34][c:35]3[n:36]([cH:37][cH:38][cH:39][cH:40]3)[cH:41]1)[cH:32]2.[CH2:49]([Cl:50])[Cl:51].[OH:42][C:43]([C:44]([F:45])([F:46])[F:47])=[O:48]>>[CH2:1]([CH2:2][CH3:3])[c:4]1[n:5][c:6]2[c:7]([n:8]1[CH2:9][c:10]1[cH:11][cH:12][c:13](-[c:16]3[c:17]([C:22](=[O:23])[OH:24])[cH:18][cH:19][cH:20][cH:21]3)[cH:14][cH:15]1)[cH:29][cH:30][c:31](-[c:33]1[n:34][c:35]3[n:36]([cH:37][cH:38][cH:39][cH:40]3)[cH:41]1)[cH:32]2. Reactants: NC1=CC(=NN1CC1=CC=CC=C1)C (5-Amino-1-benzyl-3-methylpyrazole), C(C)(=O)N1C(N=CC1)=O (1-acetyl-3-imidazolinone). Yields the product C(C)(=O)N1C(=NCC1)NC1=CC(=NN1CC1=CC=CC=C1)C (1-Acetyl-2-(1-benzyl-3-methyl-5-pyrazolyl)amino-2-imidazoline). RXN SMILES: [NH2:1][C:2]1[N:6]([CH2:7][C:8]2[CH:13]=[CH:12][CH:11]=[CH:10][CH:9]=2)[N:5]=[C:4]([CH3:14])[CH:3]=1.[C:15]([N:18]1[CH2:22][CH:21]=[N:20][C:19]1=O)(=[O:17])[CH3:16]>>[C:15]([N:18]1[CH2:22][CH2:21][N:20]=[C:19]1[NH:1][C:2]1[N:6]([CH2:7][C:8]2[CH:9]=[CH:10][CH:11]=[CH:12][CH:13]=2)[N:5]=[C:4]([CH3:14])[CH:3]=1)(=[O:17])[CH3:16]. Procedure details: 5-Amino-1-benzyl-3-methylpyrazole (J. Gen. Chem. USSR, 31, 2307, 1961) (17.0 g.) and 1-acetyl-3-imidazolinone (14.0 g.) were reacted as described in Example I to give 11.7 g. of product, mp 148°-149°. The reactants are ClC=1C=CC(=NC1)NC(=O)C1=C(C2=NC(=CC=C2O1)NC(OC(C)(C)C)=O)NC(=O)[C@@H]1CC[C@H](CC1)N1CCCC1 (t-Butyl (2-{[(5-chloropyridin-2-yl)amino]carbonyl}-3-{[(trans-4-pyrrolidin-1-ylcyclohexyl)carbonyl]amino}furo[3,2-b]pyridin-5-yl)carbamate), Cl.O1CCOCC1 (hydrogen chloride dioxane), CO (methanol). Run in O1CCOCC1 (dioxane). Reaction conditions: time 8 hour. Yields the product NC1=CC=C2C(=N1)C(=C(O2)C(=O)NC2=NC=C(C=C2)Cl)NC(=O)[C@@H]2CC[C@H](CC2)N2CCCC2 (5-Amino-N-(5-chloropyridin-2-yl)-3-{[(trans-4-pyrrolidin-1-ylcyclohexyl)carbonyl]amino}furo[3,2-b]pyridine-2-carboxamide). Isolated yield 114.7%. RXN SMILES: [Cl:1][C:2]1[CH:3]=[CH:4][C:5]([NH:8][C:9]([C:11]2[O:19][C:18]3[C:13](=[N:14][C:15]([NH:20]C(=O)OC(C)(C)C)=[CH:16][CH:17]=3)[C:12]=2[NH:28][C:29]([C@H:31]2[CH2:36][CH2:35][C@H:34]([N:37]3[CH2:41][CH2:40][CH2:39][CH2:38]3)[CH2:33][CH2:32]2)=[O:30])=[O:10])=[N:6][CH:7]=1.Cl.O1CCOCC1.CO>O1CCOCC1>[NH2:20][C:15]1[N:14]=[C:13]2[C:12]([NH:28][C:29]([C@H:31]3[CH2:36][CH2:35][C@H:34]([N:37]4[CH2:41][CH2:40][CH2:39][CH2:38]4)[CH2:33][CH2:32]3)=[O:30])=[C:11]([C:9]([NH:8][C:5]3[CH:4]=[CH:3][C:2]([Cl:1])=[CH:7][N:6]=3)=[O:10])[O:19][C:18]2=[CH:17][CH:16]=1 |f:1.2|. Reported procedure: t-Butyl (2-{[(5-chloropyridin-2-yl)amino]carbonyl}-3-{[(trans-4-pyrrolidin-1-ylcyclohexyl)carbonyl]amino}furo[3,2-b]pyridin-5-yl)carbamate (280 mg) obtained in Example 96 is suspended in dioxane (3 ml). To the suspension is added 4 N hydrogen chloride-dioxane solution (3 ml). The reaction solution is warmed to room temperature, and thereto is added methanol (2 ml), followed by stirring for 8 hours. The reaction solution is concentrated under reduced pressure, and the resulting residue is suspend...